From a dataset of the Open Reaction Database (ORD), a public repository of structured organic reaction records. describe an organic reaction: reactants, conditions, products, and yield Starting materials: CCCCCC=CC=CC=CC(=O)OCC, ClCCl, O=C(OO)c1cccc(Cl)c1, [Na+], [OH-]. Product: CCCCCCCC=CC=CC(=O)OCC. As a reaction SMILES: [CH2:1]([CH3:2])[O:3][C:4]([CH:5]=[CH:6][CH:7]=[CH:8][CH:9]=[CH:10][CH2:11][CH2:12][CH2:13][CH2:14][CH3:15])=[O:16].[CH2:30]([Cl:31])[Cl:32].[Cl:17][c:18]1[cH:19][cH:20][cH:21][c:22]([C:23]([O:24][OH:25])=[O:26])[cH:27]1.[Na+:29].[OH-:28]>>[CH2:1]([CH3:2])[O:3][C:4]([CH:5]=[CH:6][CH:7]=[CH:8][CH2:9][CH2:10][CH2:11][CH2:12][CH2:13][CH2:14][CH3:15])=[O:16]. The reactants are NC1(C(NC2=CC=C(C=C12)Cl)=O)C1=C(C=CC=C1)Cl (3-amino-5-chloro-3-(2-chlorophenyl)-1,3-dihydroindol-2-one), COC1=C(C=CC(=C1)OC)S(=O)(=O)Cl (2,4-dimethoxybenzenesulfonyl chloride). Yields the product NC1(C(N(C2=CC=C(C=C12)Cl)S(=O)(=O)C1=C(C=C(C=C1)OC)OC)=O)C1=C(C=CC=C1)Cl (3-Amino-5-chloro-3-(2-chlorophenyl)-1,3-di-hydro-1-(2,4-dimethoxybenzenesulfonyl)indol-2-one). Reaction SMILES: [NH2:1][C:2]1([C:13]2[CH:18]=[CH:17][CH:16]=[CH:15][C:14]=2[Cl:19])[C:10]2[C:5](=[CH:6][CH:7]=[C:8]([Cl:11])[CH:9]=2)[NH:4][C:3]1=[O:12].[CH3:20][O:21][C:22]1[CH:27]=[C:26]([O:28][CH3:29])[CH:25]=[CH:24][C:23]=1[S:30](Cl)(=[O:32])=[O:31]>>[NH2:1][C:2]1([C:13]2[CH:18]=[CH:17][CH:16]=[CH:15][C:14]=2[Cl:19])[C:10]2[C:5](=[CH:6][CH:7]=[C:8]([Cl:11])[CH:9]=2)[N:4]([S:30]([C:23]2[CH:24]=[CH:25][C:26]([O:28][CH3:29])=[CH:27][C:22]=2[O:21][CH3:20])(=[O:32])=[O:31])[C:3]1=[O:12]. Reported procedure: This compound is prepared according to the procedure described in EXAMPLE 1 from 0.315 g of 3-amino-5-chloro-3-(2-chlorophenyl)-1,3-dihydroindol-2-one and 0.256 g of 2,4-dimethoxybenzenesulfonyl chloride. This gives the expected product after crystallization from a DCM/iso ether mixture. m=0.300 g. M.p.=179°-180° C. Reactants: IC=1C=C2C(=NN(C2=CC1)C1OCCCC1)C=O (5-Iodo-1-(tetrahydro-2H-pyran-2-yl)-1H-indazole-3-carbaldehyde), N1=CC(=CC=C1)B(O)O (pyridine-3-boronic acid), [O-]P(=O)([O-])[O-].[K+].[K+].[K+] (potassium phosphate tribasic). Reagents/catalysts: C=1C=CC(=CC1)[P](C=2C=CC=CC2)(C=3C=CC=CC3)[Pd]([P](C=4C=CC=CC4)(C=5C=CC=CC5)C=6C=CC=CC6)([P](C=7C=CC=CC7)(C=8C=CC=CC8)C=9C=CC=CC9)[P](C=1C=CC=CC1)(C=1C=CC=CC1)C=1C=CC=CC1 (Tetrakis(triphenylphosphine)palladium(0)). Run in O1CCOCC1 (1,4-dioxane), O (water). Conditions: temperature 95 celsius. Yields the product N1=CC(=CC=C1)C=1C=C2C(=NN(C2=CC1)C1OCCCC1)C=O (5-(pyridin-3-yl)-1-(tetrahydro-2H-pyran-2-yl)-1H-indazole-3-carbaldehyde). Isolated yield 47.0%. As a reaction SMILES: I[C:2]1[CH:3]=[C:4]2[C:8](=[CH:9][CH:10]=1)[N:7]([CH:11]1[CH2:16][CH2:15][CH2:14][CH2:13][O:12]1)[N:6]=[C:5]2[CH:17]=[O:18].[N:19]1[CH:24]=[CH:23][CH:22]=[C:21](B(O)O)[CH:20]=1.[O-]P([O-])([O-])=O.[K+].[K+].[K+]>O1CCOCC1.O.C1C=CC([P]([Pd]([P](C2C=CC=CC=2)(C2C=CC=CC=2)C2C=CC=CC=2)([P](C2C=CC=CC=2)(C2C=CC=CC=2)C2C=CC=CC=2)[P](C2C=CC=CC=2)(C2C=CC=CC=2)C2C=CC=CC=2)(C2C=CC=CC=2)C2C=CC=CC=2)=CC=1>[N:19]1[CH:24]=[CH:23][CH:22]=[C:21]([C:2]2[CH:3]=[C:4]3[C:8](=[CH:9][CH:10]=2)[N:7]([CH:11]2[CH2:16][CH2:15][CH2:14][CH2:13][O:12]2)[N:6]=[C:5]3[CH:17]=[O:18])[CH:20]=1 |f:2.3.4.5,^1:46,48,67,86|. Procedure: 5-Iodo-1-(tetrahydro-2H-pyran-2-yl)-1H-indazole-3-carbaldehyde (CXIV) (1.53 g, 4.30 mmol), pyridine-3-boronic acid (CXXXI) (0.58 g, 4.73 mmol), and potassium phosphate tribasic (1.37 g, 6.45 mmol) was dissolved in 1,4-dioxane (43.0 mL) and water (9.0 mL). Tetrakis(triphenylphosphine)palladium(0) (0.50 g, 0.4301 mmol) was added, and the reaction was heated to 95° C. for 2.5 h. The solvent was removed, and the residue was partitioned between EtOAc and water. The organic phase was separated and was... Reactants: ClC1=C(C=C(CO)C=C1)OCC (4-chloro-3-ethoxy-benzyl alcohol), ClCCl (dichloromethane). Reagents/catalysts: O=[Mn]=O (MnO2). Reaction conditions: time 16 hour. The product is ClC1=C(C=O)C=CC=C1OCC (Chloro-3-ethoxy-benzaldehyde). The yield is 52.0%. RXN SMILES: Cl[C:2]1[CH:9]=[CH:8][C:5]([CH2:6][OH:7])=[CH:4][C:3]=1[O:10][CH2:11][CH3:12].[Cl:13]CCl>O=[Mn]=O>[Cl:13][C:4]1[C:3]([O:10][CH2:11][CH3:12])=[CH:2][CH:9]=[CH:8][C:5]=1[CH:6]=[O:7]. Procedure details: To a solution of 4-chloro-3-hydroxy-benzoic acid (3.0 g, 17.4 mmol, 1.0 equiv) in DMF (15 mL) was added K2CO3 (4.81 g, 34.8 mmol, 2.0 equiv) and ethyl iodide (4.03 mL, 5.97 g, 38.2 mmol, 2.2 equiv). The reaction mixture was stirred for 6 h at rt, diluted with water (20 mL) and extracted with ethyl acetate (3×50 mL). The organic phases were dried over Na2SO4 and concentrated to afford 3.6 g (91%) of 4-chloro-3-ethoxy-benzoic acid ethyl ester. The crude ester was then dissolved in THF (20 mL) and ... The reactants are ClCCl, C1CCOC1, CC(C)(C)[O-], CN(C(=O)CO)c1ccccc1, FC(F)(F)c1noc(Cl)c1-c1ccccc1, [K+]. Yields the product CN(C(=O)COc1onc(C(F)(F)F)c1-c1ccccc1)c1ccccc1. As a reaction SMILES: [CH2:35]([Cl:36])[Cl:37].[CH2:38]1[O:39][CH2:40][CH2:41][CH2:42]1.[CH3:13][C:14]([CH3:15])([O-:16])[CH3:17].[CH3:1][N:2]([C:3]([CH2:4][OH:5])=[O:6])[c:7]1[cH:8][cH:9][cH:10][cH:11][cH:12]1.[F:19][C:20]([c:21]1[n:22][o:23][c:24]([Cl:32])[c:25]1-[c:26]1[cH:27][cH:28][cH:29][cH:30][cH:31]1)([F:33])[F:34].[K+:18]>>[CH3:1][N:2]([C:3]([CH2:4][O:5][c:24]1[o:23][n:22][c:21]([C:20]([F:19])([F:33])[F:34])[c:25]1-[c:26]1[cH:27][cH:28][cH:29][cH:30][cH:31]1)=[O:6])[c:7]1[cH:8][cH:9][cH:10][cH:11][cH:12]1. The reactants are C(=O)(C(F)(F)F)O (TFA), O1C=NC=C1C(=CC(=O)OCC)C1=CC=C(C=C1)OC1OCCCC1 (Ethyl 3-(oxazol-5-yl)-3-(4-(tetrahydro-2H-pyran-2-yloxy)phenyl)acrylate), C(=O)(O)[O-].[Na+] (NaHCO3). Reagents/catalysts: [Pd] (Pd—C). Solvent: C(Cl)Cl (DCM). Reaction conditions: time 2 hour. Product: OC1=CC=C(C=C1)C(CC(=O)OCC)C1=CN=CO1 (Ethyl 3-(4-hydroxyphenyl)-3-(oxazol-5-yl)propanoate). Isolated yield 35.7%. As a reaction SMILES: C(O)(C(F)(F)F)=O.[O:8]1[C:12]([C:13]([C:20]2[CH:25]=[CH:24][C:23]([O:26]C3CCCCO3)=[CH:22][CH:21]=2)=[CH:14][C:15]([O:17][CH2:18][CH3:19])=[O:16])=[CH:11][N:10]=[CH:9]1.C([O-])(O)=O.[Na+]>C(Cl)Cl.[Pd]>[OH:26][C:23]1[CH:24]=[CH:25][C:20]([CH:13]([C:12]2[O:8][CH:9]=[N:10][CH:11]=2)[CH2:14][C:15]([O:17][CH2:18][CH3:19])=[O:16])=[CH:21][CH:22]=1 |f:2.3|. Procedure: TFA (10 mL) was added to a solution of 75.3 (14 mmol) in dry DCM (100 mL) and stirred at room temperature for 2 hours. To the reaction mixture was slowly added solid NaHCO3 with stirring. The reaction was then washed with saturated NaHCO3 (2×), dried over Na2SO4, and concentrated under reduced pressure. The residue was then re-dissolved in EtOH, stirred with Pd—C (1.48 g, 0.7 mmol) under hydrogen at room temperature for 14 hours. The Pd—C was removed by filtration through celite with EtOAc as el... The reactants are [H-] (hydride), [OH-].[Na+] (sodium hydroxide), S(=O)(=O)([O-])[O-].[Mg+2] (Magnesium sulfate), N1=C2C(=NS1)C=C(C=C2)CC#N (Benzo[1,2,5]thiadiazol-5-yl-acetonitrile), [H-].[Al+3].[Li+].[H-].[H-].[H-] (lithium aluminium hydride), O1CCCC1 (tetrahydrofuran). Solvent: O (water), O (water). Reaction conditions: time 1.5 hour. The product is OCCC=1C=CC2=C(NC(O2)=O)C1 (5-(2-Hydroxy-ethyl)-3H-benzoxazol-2-one). Isolated yield 65.0%. RXN SMILES: N1S[N:4]=[C:3]2[CH:6]=[C:7]([CH2:10][C:11]#N)[CH:8]=[CH:9][C:2]=12.[H-].[Al+3].[Li+].[H-].[H-].[H-].[H-].[OH-:20].[Na+].S([O-])([O-])(=O)=[O:23].[Mg+2].[O:28]1[CH2:32]CCC1>O>[OH:20][CH2:11][CH2:10][C:7]1[CH:8]=[CH:9][C:2]2[O:23][C:32](=[O:28])[NH:4][C:3]=2[CH:6]=1 |f:1.2.3.4.5.6,8.9,10.11|. Procedure: Ester (a) (0.95 g, 4.29 mmol) was added portionwise to a cold solution (0° C.) of lithium aluminium hydride (0.206 g, 4.7 mmol) in tetrahydrofuran (20 ml). The mixture was then stirred 1.5 hours at room temperature and cooled again. The excess of hydride was hydrolysed by careful addition of water (0.2 ml), 5N aqueous sodium hydroxide solution (0.2 ml) and finally water (0.6 ml). Magnesium sulfate was added and the mixture was filtered. The filtrate was concentrated to dryness to give the produc...